This data is from the Open Reaction Database (ORD), a public repository of structured organic reaction records. The task is: describe an organic reaction: reactants, conditions, products, and yield Reactants: CO, Cl, O=C(O)c1ccc2sccc2n1. Yields the product COC(=O)c1ccc2sccc2n1. RXN SMILES: [CH3:14][OH:15].[ClH:1].[s:2]1[cH:3][cH:4][c:5]2[n:6][c:7]([C:11](=[O:12])[OH:13])[cH:8][cH:9][c:10]12>>[s:2]1[cH:3][cH:4][c:5]2[n:6][c:7]([C:11](=[O:12])[O:13][CH3:14])[cH:8][cH:9][c:10]12. The reagents and catalysts are C[Re](=O)(=O)=O (methylrhenium trioxide), [O-2].[O-2].[Mn+4] (manganese dioxide). Reaction conditions: temperature 25 celsius, time 24 hour. Starting materials: OC=1C=CC=C2C=CC=NC12 (8-hydroxyquinoline), ClCCl (dichloromethane), OO (hydrogen peroxide), OO (hydrogen peroxide). RXN SMILES: [OH:1][C:2]1[CH:3]=[CH:4][CH:5]=[C:6]2[C:11]=1[N:10]=[CH:9][CH:8]=[CH:7]2.ClCCl.[OH:15]O>C[Re](=O)(=O)=O.[O-2].[O-2].[Mn+4]>[OH:1][C:2]1[CH:3]=[CH:4][CH:5]=[C:6]2[C:11]=1[N+:10]([O-:15])=[CH:9][CH:8]=[CH:7]2 |f:4.5.6|. The product is OC=1C=CC=C2C=CC=[N+](C12)[O-] (8-hydroxyquinoline N-oxide). Yield: 97.0%. Procedure: 59.74 g (411 mmol) of 8-hydroxyquinoline, 350 ml (822 mmol) of dichloromethane, 82.2 ml of 35% aqueous hydrogen peroxide solution and 0.52 g (2.5 mmol) of methylrhenium trioxide (MTO) are placed in a 1 l round-bottomed flask. The reaction mixture is stirred at ambient temperature (25° C.) for 24 h and then 80 ml of aqueous hydrogen peroxide solution and 0.32 g of manganese dioxide are successively added. The mixture is stirred for 1 h 30 and then separated by settling. The aqueous phase is extra... The reactants are [H-].[Al+3].[Li+].[H-].[H-].[H-] (lithium aluminium hydride), FC1=CC=C(OC2=CC=C(OC(C(=O)OCC)C)C=C2)C=C1 (ethyl 2-[p-(p-fluorophenoxy)phenoxy]-propionate), ice. Run in C(C)OCC (diethyl ether), C(C)OCC (diethyl ether). Product: FC1=CC=C(OC2=CC=C(OC(CO)C)C=C2)C=C1 (2-[p-(p-fluorophenoxy)phenoxy]-propanol). As a reaction SMILES: [H-].[Al+3].[Li+].[H-].[H-].[H-].[F:7][C:8]1[CH:28]=[CH:27][C:11]([O:12][C:13]2[CH:26]=[CH:25][C:16]([O:17][CH:18]([CH3:24])[C:19](OCC)=[O:20])=[CH:15][CH:14]=2)=[CH:10][CH:9]=1>C(OCC)C>[F:7][C:8]1[CH:28]=[CH:27][C:11]([O:12][C:13]2[CH:26]=[CH:25][C:16]([O:17][CH:18]([CH3:24])[CH2:19][OH:20])=[CH:15][CH:14]=2)=[CH:10][CH:9]=1 |f:0.1.2.3.4.5|. Procedure details: 1 g of lithium aluminium hydride is added to 20 ml of absolute diethyl ether and the solution in cooled by means of an ice-bath. While stirring, a solution of 5.8 g of ethyl 2-[p-(p-fluorophenoxy)phenoxy]-propionate in 50 ml of diethyl ether is added dropwise at such a rate that the temperature does not rise above 20° C. The mixture is subsequently allowed to stir at room temperature for 1.5 hours and then cautiously poured into 100 ml of ice-cold ammonium chloride solution. The mixture is extra... Starting materials: C(C)(=O)O (acetic acid), C(C)(=O)[O-] (acetate). Solvent: C1CCOC1 (THF), C1CCOC1 (THF), C1CCOC1 (THF). The product is C(C)(=O)OC(C)=O (acetic anhydride), C(C)(=O)[O-] (acetate). As a reaction SMILES: [C:1]([O-:4])(=[O:3])[CH3:2].[C:5]([OH:8])(=[O:7])[CH3:6]>C1COCC1>[C:1]([O:4][C:5](=[O:7])[CH3:6])(=[O:3])[CH3:2].[C:5]([O-:8])(=[O:7])[CH3:6]. Procedure details: The particularly preferred PTHF acetate or THF copolymer acetates may be worked up by methods known per se. For example, after distillative removal of unconverted THF and then acetic anhydride, acetic acid and comonomer, the PTHF acetate or THF copolymer acetate obtained may be transesterified using methanol under base catalysis to give PTHF or THF copolymer and methylacetate. The reactants are FC1=CC=C(C=C1)C1=CC=C(C=C1)C(C)=NOCCO (2-[1-(4'-fluorobiphenyl-4-yl)ethylideneaminooxy]ethanol), N(=NC(=O)OCC)C(=O)OCC (diethyl azodicarboxylate), OC1=CC=C(CC2C(N(C(S2)=O)C(C2=CC=CC=C2)(C2=CC=CC=C2)C2=CC=CC=C2)=O)C=C1 (5-(4-hydroxybenzyl)-3-tritylthiazolidine-2,4-dione), C1(=CC=CC=C1)P(C1=CC=CC=C1)C1=CC=CC=C1 (triphenylphosphine). Yields the product FC1=CC=C(C=C1)C1=CC=C(C=C1)C(C)=NOCCOC1=CC=C(CC2C(N(C(S2)=O)C(C2=CC=CC=C2)(C2=CC=CC=C2)C2=CC=CC=C2)=O)C=C1 (5-(4-{2-[1-(4'-Fluorobiphenyl-4-yl)ethylideneaminooxy]ethoxy}benzyl)-3-tritylthiazolidine-2,4-dione). Isolated yield 89.5%. As a reaction SMILES: [F:1][C:2]1[CH:7]=[CH:6][C:5]([C:8]2[CH:13]=[CH:12][C:11]([C:14](=[N:16][O:17][CH2:18][CH2:19][OH:20])[CH3:15])=[CH:10][CH:9]=2)=[CH:4][CH:3]=1.O[C:22]1[CH:54]=[CH:53][C:25]([CH2:26][CH:27]2[S:31][C:30](=[O:32])[N:29]([C:33]([C:46]3[CH:51]=[CH:50][CH:49]=[CH:48][CH:47]=3)([C:40]3[CH:45]=[CH:44][CH:43]=[CH:42][CH:41]=3)[C:34]3[CH:39]=[CH:38][CH:37]=[CH:36][CH:35]=3)[C:28]2=[O:52])=[CH:24][CH:23]=1.C1(P(C2C=CC=CC=2)C2C=CC=CC=2)C=CC=CC=1.N(C(OCC)=O)=NC(OCC)=O>>[F:1][C:2]1[CH:3]=[CH:4][C:5]([C:8]2[CH:13]=[CH:12][C:11]([C:14](=[N:16][O:17][CH2:18][CH2:19][O:20][C:22]3[CH:54]=[CH:53][C:25]([CH2:26][CH:27]4[S:31][C:30](=[O:32])[N:29]([C:33]([C:46]5[CH:51]=[CH:50][CH:49]=[CH:48][CH:47]=5)([C:40]5[CH:41]=[CH:42][CH:43]=[CH:44][CH:45]=5)[C:34]5[CH:39]=[CH:38][CH:37]=[CH:36][CH:35]=5)[C:28]4=[O:52])=[CH:24][CH:23]=3)[CH3:15])=[CH:10][CH:9]=2)=[CH:6][CH:7]=1. Procedure: Following a procedure similar to that described in Example 1(a), but using 547 mg of 2-[1-(4'-fluorobiphenyl-4-yl)ethylideneaminooxy]ethanol (prepared as described in Preparation 27), 931 mg of 5-(4-hydroxybenzyl)-3-tritylthiazolidine-2,4-dione, 577 mg of triphenylphosphine and 366 mg of diethyl azodicarboxylate, 1.29 g of the title compound were obtained as a foam-like solid. The reactants are COC(C1=CC(=C(C(=C1)C=O)OCC1=CC=CC=C1)Br)=O (4-benzyloxy-3-bromo-5-formyl-benzoic acid methyl ester), FC=1C=CC(=C(C1)B(O)O)OC (5-fluoro-2-methoxyphenyl boronic acid). The product is COC(=O)C=1C=C(C(=C(C1)C=O)OCC1=CC=CC=C1)C1=C(C=CC(=C1)F)OC (6-benzyloxy-5′-fluoro-5-formyl-2′-methoxybiphenyl-3-carboxylic acid methyl ester). Yield: 58.0%. As a reaction SMILES: [CH3:1][O:2][C:3](=[O:21])[C:4]1[CH:9]=[C:8]([CH:10]=[O:11])[C:7]([O:12][CH2:13][C:14]2[CH:19]=[CH:18][CH:17]=[CH:16][CH:15]=2)=[C:6](Br)[CH:5]=1.[F:22][C:23]1[CH:24]=[CH:25][C:26]([O:32][CH3:33])=[C:27](B(O)O)[CH:28]=1>>[CH3:1][O:2][C:3]([C:4]1[CH:5]=[C:6]([C:25]2[CH:24]=[C:23]([F:22])[CH:28]=[CH:27][C:26]=2[O:32][CH3:33])[C:7]([O:12][CH2:13][C:14]2[CH:19]=[CH:18][CH:17]=[CH:16][CH:15]=2)=[C:8]([CH:10]=[O:11])[CH:9]=1)=[O:21]. Reported procedure: Proceeding as in Reference 19, but substituting 4-benzyloxy-3-bromo-5-formyl-benzoic acid methyl ester (1.0 g, 2.71 mmol) and 5-fluoro-2-methoxyphenyl boronic acid (0.691 g, 4.16 mmol), gave 6-benzyloxy-5′-fluoro-5-formyl-2′-methoxybiphenyl-3-carboxylic acid methyl ester (0.620 g).